This data is from the Open Reaction Database (ORD), a public repository of structured organic reaction records. The task is: describe an organic reaction: reactants, conditions, products, and yield The reactants are N1=CC=CC2=CC(=CC=C12)C=O (quinoline-6-carbaldehyde), [Cl-].[NH4+] (ammonium chloride), [Mg] (Magnesium), BrC1=CC(=C(C=C1)CCCC)C (4-bromo-1-butyl-2-methylbenzene), BrCCBr (1,2-dibromoethane). Run in O1CCCC1 (tetrahydrofuran), O1CCCC1 (tetrahydrofuran). Reaction conditions: temperature 0 celsius, time 10 minute. Product: C(CCC)C1=C(C=C(C=C1)C(O)C=1C=C2C=CC=NC2=CC1)C ((4-Butyl-3-methyl-phenyl)-quinolin-6-yl-metanol). Isolated yield 15.7%. RXN SMILES: [Mg].Br[C:3]1[CH:8]=[CH:7][C:6]([CH2:9][CH2:10][CH2:11][CH3:12])=[C:5]([CH3:13])[CH:4]=1.BrCCBr.[N:18]1[C:27]2[C:22](=[CH:23][C:24]([CH:28]=[O:29])=[CH:25][CH:26]=2)[CH:21]=[CH:20][CH:19]=1.[Cl-].[NH4+]>O1CCCC1>[CH2:9]([C:6]1[CH:7]=[CH:8][C:3]([CH:28]([C:24]2[CH:23]=[C:22]3[C:27](=[CH:26][CH:25]=2)[N:18]=[CH:19][CH:20]=[CH:21]3)[OH:29])=[CH:4][C:5]=1[CH3:13])[CH2:10][CH2:11][CH3:12] |f:4.5|. Reported procedure: Magnesium (83 mg, 3.40 mmol), 4-bromo-1-butyl-2-methylbenzene (722 mg, 3.18 mmol) and, as an initiator, catalytic amount of 1,2-dibromoethane were added to tetrahydrofuran (2.5 mL) under nitrogen atmosphere, and the mixture was stirred for 10 minutes under reflux. This mixture was cooled to 0° C., a solution of quinoline-6-carbaldehyde (100 mg, 6.36 mmol) in tetrahydrofuran (12 mL) was added thereto, followed by stirring for 1 hour at this temperature. An aqueous solution of saturated ammonium c... Reactants: ClC1=C(C(=O)C2=C(C=C(C(=C2)OC)OC)C)C(=CC=C1)Cl (2,6-dichloro-4',5'-dimethoxy-2'-methylbenzophenone), ClC1=C(C(=O)C2=C(C=C(C(=C2)OC)OC)C)C(=CC=C1)Cl (2,6-dichloro-4',5'-dimethoxy-2'-methylbenzophenone), Br.C(C)(=O)O (hydrogen bromide acetic acid), C(C)(=O)O (acetic acid). Solvent: O (water). Conditions: temperature 75 celsius, time 1.5 hour. Product: C1(CC1)COC=1C(=CC(=C(C1)C(C1=C(C=CC=C1Cl)Cl)=O)C)OC (5'-cyclopropylmethoxy-2,6-dichloro-4'-methoxy-2'-methylbenzophenone). Reaction SMILES: [Cl:1][C:2]1[CH:20]=[CH:19][CH:18]=[C:17]([Cl:21])[C:3]=1[C:4]([C:6]1[CH:11]=[C:10]([O:12][CH3:13])[C:9]([O:14][CH3:15])=[CH:8][C:7]=1[CH3:16])=[O:5].Br.[C:23](O)(=O)[CH3:24].[C:27](O)(=O)C>O>[CH:24]1([CH2:13][O:12][C:10]2[C:9]([O:14][CH3:15])=[CH:8][C:7]([CH3:16])=[C:6]([C:4](=[O:5])[C:3]3[C:2]([Cl:1])=[CH:20][CH:19]=[CH:18][C:17]=3[Cl:21])[CH:11]=2)[CH2:23][CH2:27]1 |f:1.2|. Procedure details: A mixture of 2,6-dichloro-4',5'-dimethoxy-2'-methylbenzophenone (Compound 1; 2.5 g, 7.7 mmol), hydrogen bromide/acetic acid (33%, 10 ml) and glacial acetic acid (10 ml) is stirred for 1.5 h at 75° C., poured into water (100 ml) and twice extracted with dichloromethane (50 ml each). The extracts are combined, dried, and concentrated in vacuo. The resulting oil is applied onto the top of a flash chromatography column (silica gel, 30 g). Elution is carried out with toluene and toluene/acetone, 9:1 ... Reactants: ClC=1C=C(C(=O)O)C=CC1C(NC1=CC(=C(C=C1)Cl)C1=NC=CC=C1)=O (3-chloro-4-(4-chloro-3-(pyridin-2-yl)phenylcarbamoyl)benzoic acid), S1C=NCC1 (thiazoline). Yields the product ClC1=C(C(=O)NC2=CC(=C(C=C2)Cl)C2=NC=CC=C2)C=CC(=C1)C(=O)N1CSCC1 (2-chloro-N-(4-chloro-3-(pyridin-2-yl)phenyl)-4-(thiazolidine-3-carbonyl)benzamide). RXN SMILES: [Cl:1][C:2]1[CH:3]=[C:4]([CH:8]=[CH:9][C:10]=1[C:11](=[O:26])[NH:12][C:13]1[CH:18]=[CH:17][C:16]([Cl:19])=[C:15]([C:20]2[CH:25]=[CH:24][CH:23]=[CH:22][N:21]=2)[CH:14]=1)[C:5]([OH:7])=O.[S:27]1[CH2:31][CH2:30][N:29]=[CH:28]1>>[Cl:1][C:2]1[CH:3]=[C:4]([C:5]([N:29]2[CH2:30][CH2:31][S:27][CH2:28]2)=[O:7])[CH:8]=[CH:9][C:10]=1[C:11]([NH:12][C:13]1[CH:18]=[CH:17][C:16]([Cl:19])=[C:15]([C:20]2[CH:25]=[CH:24][CH:23]=[CH:22][N:21]=2)[CH:14]=1)=[O:26]. Procedure: 50 mg of 3-chloro-4-(4-chloro-3-(pyridin-2-yl)phenylcarbamoyl)benzoic acid was coupled to thiazoline via Procedure G. The product was purified on reverse phase HPLC to yield 2-chloro-N-(4-chloro-3-(pyridin-2-yl)phenyl)-4-(thiazolidine-3-carbonyl)benzamide. MS (Q1) 459 (M)+. Reactants: C(C)NC(=O)NC=1SC2=C(N1)C=C(C=C2C2=NC=CC=C2)C=2C=NC(=NC2)C(C)(C)O (1-Ethyl-3-(5-(2-(2-hydroxypropan-2-yl)pyrimidin-5-yl)-7-(pyridin-2-yl)benzo[d]thiazol-2-yl)urea), BrC=1C=NC(=NC1)CP(=O)(OCC)OCC (5-bromo-2-(diethoxyphosphorylmethyl)pyrimidine), C(=O)([O-])[O-].[Cs+].[Cs+] (Cs2CO3). Reagents/catalysts: Cl[Pd]([P](C1=CC=CC=C1)(C2=CC=CC=C2)C3=CC=CC=C3)([P](C4=CC=CC=C4)(C5=CC=CC=C5)C6=CC=CC=C6)Cl (Pd(PPh3)2Cl2). Run in O1CCOCC1.O (1-4-dioxane H2O). Run at temperature 100 celsius. Product: C(C)OP(=O)(OCC)CC1=NC=C(C=N1)C=1C=C(C2=C(N=C(S2)NC(=O)NCC)C1)C1=NC=CC=C1 (1-[5-[2-(diethoxyphosphorylmethyl)pyrimidin-5-yl]-7-(2-pyridyl)-1,3-benzothiazol-2-yl]-3-ethyl-urea). As a reaction SMILES: [CH2:1]([NH:3][C:4]([NH:6][C:7]1[S:8][C:9]2[C:15]([C:16]3[CH:21]=[CH:20][CH:19]=[CH:18][N:17]=3)=[CH:14][C:13]([C:22]3[CH:23]=[N:24][C:25](C(O)(C)C)=[N:26][CH:27]=3)=[CH:12][C:10]=2[N:11]=1)=[O:5])[CH3:2].BrC1C=NC([CH2:39][P:40]([O:45][CH2:46][CH3:47])([O:42][CH2:43][CH3:44])=[O:41])=NC=1.C([O-])([O-])=O.[Cs+].[Cs+]>O1CCOCC1.O.Cl[Pd](Cl)([P](C1C=CC=CC=1)(C1C=CC=CC=1)C1C=CC=CC=1)[P](C1C=CC=CC=1)(C1C=CC=CC=1)C1C=CC=CC=1>[CH2:43]([O:42][P:40]([CH2:39][C:25]1[N:24]=[CH:23][C:22]([C:13]2[CH:14]=[C:15]([C:16]3[CH:21]=[CH:20][CH:19]=[CH:18][N:17]=3)[C:9]3[S:8][C:7]([NH:6][C:4]([NH:3][CH2:1][CH3:2])=[O:5])=[N:11][C:10]=3[CH:12]=2)=[CH:27][N:26]=1)([O:45][CH2:46][CH3:47])=[O:41])[CH3:44] |f:2.3.4,5.6,^1:63,82|. Reported procedure: Intermediate 1 (860 mg, 2.5 mmol), iii (813 mg, 2.63 mmol), Cs2CO3 (2.57 g, 7.90 mmol) and Pd(PPh3)2Cl2 (90 mg, 0.10 mmol) were dissolved in 1-4-dioxane:H2O (10:1; 10 mL) and degassed with a stream of N2 for 10 min. The reaction was sealed under an atmosphere of N2 and heated at 100° C. for 1 h in a microwave reactor. The mixture was concentrated in vacuo, purified over silica (gradient elution: 0-10% DCM-MeOH) and triturated from acetone affording iv (410 mg, 29%). MS: 527.1 [M+H]+. Starting materials: NC1=C(C(=NN1C1=C(C=C(C=C1Cl)C(F)(F)F)Cl)C#N)C1=COC=C1 (5-amino-3-cyano-1-(2,6-dichloro-4-trifluoromethylphenyl)-4-(furan-3-yl)pyrazole), S(=O)([O-])S(=O)[O-].[Na+].[Na+] (sodium dithionite), P(=O)(O)([O-])[O-].[Na+].[Na+] (disodium hydrogen phosphate). Solvent: CN(C=O)C (dimethylformamide), O (water). Conditions: temperature 50 celsius, time 16 hour. Yields the product NC1=C(C(=NN1C1=C(C=C(C=C1Cl)C(F)(F)F)Cl)C#N)C1=C(OC=C1)C(F)(F)F (5-amino-3-cyano-1-(2,6-dichloro-4-trifluoromethylphenyl)-4-(2-trifluoromethylfuran-3-yl)pyrazole). Reaction SMILES: [NH2:1][C:2]1[N:6]([C:7]2[C:12]([Cl:13])=[CH:11][C:10]([C:14]([F:17])([F:16])[F:15])=[CH:9][C:8]=2[Cl:18])[N:5]=[C:4]([C:19]#[N:20])[C:3]=1[C:21]1[CH:25]=[CH:24][O:23][CH:22]=1.S(S([O-])=O)([O-])=O.[Na+].[Na+].P([O-])([O-])(O)=O.[Na+].[Na+]>CN(C)C=O.O>[NH2:1][C:2]1[N:6]([C:7]2[C:8]([Cl:18])=[CH:9][C:10]([C:14]([F:17])([F:15])[F:16])=[CH:11][C:12]=2[Cl:13])[N:5]=[C:4]([C:19]#[N:20])[C:3]=1[C:21]1[CH:25]=[CH:24][O:23][C:22]=1[C:14]([F:17])([F:16])[F:15] |f:1.2.3,4.5.6|. Reported procedure: To a solution of 5-amino-3-cyano-1-(2,6-dichloro-4-trifluoromethylphenyl)-4-(furan-3-yl)pyrazole (0.5 g) in dimethylformamide (15 m) and water (5 ml) was added sodium dithionite (0.112 g) and disodium hydrogen phosphate (0.067 g). The mixture placed in a 400 ml Parr vessel, which was evacuated, then charged with trifluoromethylbromide gas to 20 psi. The mixture was shaken and heated at 50° C., for 2.5 hours, then left at room temperature for 16 hours. The vessel Mwas then evacuated, then charged...